describe an organic reaction: reactants, conditions, products, and yield From a dataset of the Open Reaction Database (ORD), a public repository of structured organic reaction records. Reactants: C(C)OC(C(CC1=CC(=NC=C1[N+](=O)[O-])Cl)=O)=O (3-(2-Chloro-5-nitropyridin-4-yl)-2-oxopropionic acid ethyl ester), [Cl-].[NH4+] (ammonium chloride). Reagents/catalysts: [Fe] (Iron). The solvent is C(C)O (ethanol), C1CCOC1 (THF). Yields the product C(C)OC(=O)C1=CC=2C(=CN=C(C2)Cl)N1 (5-Chloro-1H-pyrrolo[2,3-c]pyridine-2-carboxylic acid ethyl ester). RXN SMILES: [CH2:1]([O:3][C:4](=[O:18])[C:5](=O)[CH2:6][C:7]1[C:12]([N+:13]([O-])=O)=[CH:11][N:10]=[C:9]([Cl:16])[CH:8]=1)[CH3:2].[Cl-].[NH4+]>C(O)C.C1COCC1.[Fe]>[CH2:1]([O:3][C:4]([C:5]1[NH:13][C:12]2=[CH:11][N:10]=[C:9]([Cl:16])[CH:8]=[C:7]2[CH:6]=1)=[O:18])[CH3:2] |f:1.2|. Procedure details: 3-(2-Chloro-5-nitropyridin-4-yl)-2-oxopropionic acid ethyl ester (Preparation 16, 3.0 g, 11.0 mmol) was dissolved in ethanol (100 mL) and THF (50 mL). Iron powder (3.7 g, 66.0 mmol) and saturated ammonium chloride solution (50 mL) were added and the mixture heated under reflux for 2 h. The mixture was cooled, filtered through celite and washed several times with ethyl acetate. The organic layers were combined, washed with brine (100 mL), dried (MgSO4) and concentrated in vacuo to give the title ...